Dataset: the Open Reaction Database (ORD), a public repository of structured organic reaction records. Task: describe an organic reaction: reactants, conditions, products, and yield Reactants: CC(C)(C)OC(=O)CCc1nccc2c(-c3noc(-c4ccc(OCC(F)(F)F)c(C#N)c4)n3)cccc12, Cl, C1COCCO1. Product: N#Cc1cc(-c2nc(-c3cccc4c(CCC(=O)O)nccc34)no2)ccc1OCC(F)(F)F. RXN SMILES: [C:1](#[N:2])[c:3]1[cH:4][c:5](-[c:15]2[n:16][c:17](-[c:20]3[c:21]4[cH:22][cH:23][n:24][c:25]([CH2:30][CH2:31][C:32](=[O:33])[O:34][C:35]([CH3:36])([CH3:37])[CH3:38])[c:26]4[cH:27][cH:28][cH:29]3)[n:18][o:19]2)[cH:6][cH:7][c:8]1[O:9][CH2:10][C:11]([F:12])([F:13])[F:14].[ClH:39].[O:40]1[CH2:41][CH2:42][O:43][CH2:44][CH2:45]1>>[C:1](#[N:2])[c:3]1[cH:4][c:5](-[c:15]2[n:16][c:17](-[c:20]3[c:21]4[cH:22][cH:23][n:24][c:25]([CH2:30][CH2:31][C:32](=[O:33])[OH:34])[c:26]4[cH:27][cH:28][cH:29]3)[n:18][o:19]2)[cH:6][cH:7][c:8]1[O:9][CH2:10][C:11]([F:12])([F:13])[F:14]. Reported procedure: 2-(3-Chloro-4-hydroxyphenylamino)benzoic acid [XI; R=H, R"=3-Cl, OH at 4-position] was prepared by reaction of 2-(3-chloro-4-methoxyphenylamino)benzoic acid (prepared from 3-chloroanisidine and 2-chlorobenzoic acid) with boron tribromide according to the procedure of Example 3, part (b), and was obtained as a pale yellow powder, m.p. 180°-183° C. (decompn.). As a reaction SMILES: [Cl:1][C:2]1[CH:3]=[C:4]([NH:10][C:11]2[CH:19]=[CH:18][CH:17]=[CH:16][C:12]=2[C:13]([OH:15])=[O:14])[CH:5]=[CH:6][C:7]=1[O:8]C.B(Br)(Br)Br>>[Cl:1][C:2]1[CH:3]=[C:4]([NH:10][C:11]2[CH:19]=[CH:18][CH:17]=[CH:16][C:12]=2[C:13]([OH:15])=[O:14])[CH:5]=[CH:6][C:7]=1[OH:8]. Reactants: ClC=1C=C(C=CC1OC)NC1=C(C(=O)O)C=CC=C1 (2-(3-chloro-4-methoxyphenylamino)benzoic acid), B(Br)(Br)Br (boron tribromide), ( b ). The product is ClC=1C=C(C=CC1O)NC1=C(C(=O)O)C=CC=C1 (2-(3-Chloro-4-hydroxyphenylamino)benzoic acid). Starting materials: [Br-], C1=Nc2ccccc2N2CCc3cccc1c32, Cl, [NH4+], C1CCOC1, [OH-], [Mg+]c1ccccc1. Product: c1ccc(C2Nc3ccccc3N3CCc4cccc2c43)cc1. RXN SMILES: [Br-:18].[CH2:1]1[CH2:2][c:3]2[cH:4][cH:5][cH:6][c:7]3[c:8]2[N:9]1[c:10]1[c:11]([cH:14][cH:15][cH:16][cH:17]1)[N:12]=[CH:13]3.[ClH:26].[NH4+:28].[O:29]1[CH2:30][CH2:31][CH2:32][CH2:33]1.[OH-:27].[c:19]1([Mg+:25])[cH:20][cH:21][cH:22][cH:23][cH:24]1>>[CH2:1]1[CH2:2][c:3]2[cH:4][cH:5][cH:6][c:7]3[c:8]2[N:9]1[c:10]1[c:11]([cH:14][cH:15][cH:16][cH:17]1)[NH:12][CH:13]3[c:19]1[cH:20][cH:21][cH:22][cH:23][cH:24]1. RXN SMILES: Cl[CH:2]([O:7][CH2:8][CH:9]=[CH2:10])[CH2:3][CH2:4][CH2:5][CH3:6].[NH:11]1[CH:15]=[N:14][CH:13]=[N:12]1>>[N:11]1([CH:2]([O:7][CH2:8][CH:9]=[CH2:10])[CH2:3][CH2:4][CH2:5][CH3:6])[CH:15]=[N:14][CH:13]=[N:12]1. Starting materials: ClC(CCCC)OCC=C (allyl 1-chloropentyl ether), N1N=CN=C1 (1,2,4-triazole). Reported procedure: Following the procedure of Example 2, allyl 1-chloropentyl ether (3 g) and 1,2,4-triazole (3.8 g) were reacted to give the title compound as a colourless oil, which was purified by distillation. Analysis: Product: N1(N=CN=C1)C(CCCC)OCC=C (Allyl 1-(1,2,4-triazol-1-yl)-pentyl ether). The reactants are C(C1=CC=CC=C1)OC(=O)N1CC(N(CC1)C1=NC(=NC2=CC(=CC=C12)C)C1=C(C=CC=C1)O)CO (3-hydroxymethyl-4-[2-(2-hydroxy-phenyl)-7-methyl-quinazolin-4-yl]-piperazine-1-carboxylic acid benzyl ester). Reagents/catalysts: [Pd] (Pd/C). Solvent: CO (methanol). Run at time 3 hour. Yields the product OCC1N(CCNC1)C1=NC(=NC2=CC(=CC=C12)C)C1=C(C=CC=C1)O (2-[4-(2-hydroxymethyl-piperazin-1-yl)-7-methyl-quinazolin-2-yl]-phenol). RXN SMILES: C(OC([N:11]1[CH2:16][CH2:15][N:14]([C:17]2[C:26]3[C:21](=[CH:22][C:23]([CH3:27])=[CH:24][CH:25]=3)[N:20]=[C:19]([C:28]3[CH:33]=[CH:32][CH:31]=[CH:30][C:29]=3[OH:34])[N:18]=2)[CH:13]([CH2:35][OH:36])[CH2:12]1)=O)C1C=CC=CC=1>CO.[Pd]>[OH:36][CH2:35][CH:13]1[CH2:12][NH:11][CH2:16][CH2:15][N:14]1[C:17]1[C:26]2[C:21](=[CH:22][C:23]([CH3:27])=[CH:24][CH:25]=2)[N:20]=[C:19]([C:28]2[CH:33]=[CH:32][CH:31]=[CH:30][C:29]=2[OH:34])[N:18]=1. Reported procedure: To 3-hydroxymethyl-4-[2-(2-hydroxy-phenyl)-7-methyl-quinazolin-4-yl]-piperazine-1-carboxylic acid benzyl ester (200 mg, 0.41 mmol) in 1.7 mL of methanol was added 39 mg of Pd/C (10% wt Pd on carbon). The reaction mixture was stirred under a hydrogen atmosphere for 3 h. The mixture was filtered through Celite, and the solvent was removed to give 2-[4-(2-hydroxymethyl-piperazin-1-yl)-7-methyl-quinazolin-2-yl]-phenol. LCMS: m/z 351.2 (M+H)+ at 2.11 min (10%-99% CH3CN/H2O).